This data is from the Open Reaction Database (ORD), a public repository of structured organic reaction records. The task is: describe an organic reaction: reactants, conditions, products, and yield The reactants are P(=O)(O)(O)[O-].[Na+] (sodium dihydrogenphosphate), Cl(=O)[O-].[Na+] (sodium chlorite), C(C)(=O)O[C@H]1[C@H](OC2=CC=C(C=C2)[C@H]2N(C([C@@H]2CC[C@@H](C2=CC=C(C=C2)F)OC(C)=O)=O)C2=CC=C(C=C2)C#CC=O)O[C@@H]([C@H]([C@@H]1OC(C)=O)OC(C)=O)C(=O)OC (4-{(2S,3R)-3-[(3S)-3-(acetyloxy)-3-(4-fluorophenyl)propyl]-4-oxo-1-[4-(3-oxoprop-1-yn-1-yl)phenyl]azetidin-2-yl}phenyl methyl 2,3,4-tri-O-acetyl-β-D-glucopyranosiduronate), CC(C)=C (isobutylene). Solvent: O1CCOCC1 (dioxane). Conditions: time 1.5 hour. Yields the product C(C)(=O)O[C@H]1[C@H](OC2=CC=C(C=C2)[C@H]2N(C([C@@H]2CC[C@@H](C2=CC=C(C=C2)F)OC(C)=O)=O)C2=CC=C(C=C2)C#CC(=O)O)O[C@@H]([C@H]([C@@H]1OC(C)=O)OC(C)=O)C(=O)OC (4-{(2S,3R)-3-[(3S)-3-(acetyloxy)-3-(4-fluorophenyl)propyl]-1-[4-(carboxyethynyl)phenyl]-4-oxoazetidin-2-yl}phenyl methyl 2,3,4-tri-O-acetyl-β-D-glucopyranosiduronate). As a reaction SMILES: P([O-])(O)(O)=O.[Na+].Cl([O-])=[O:8].[Na+].[C:11]([O:14][C@@H:15]1[C@@H:56]([O:57][C:58](=[O:60])[CH3:59])[C@H:55]([O:61][C:62](=[O:64])[CH3:63])[C@@H:54]([C:65]([O:67][CH3:68])=[O:66])[O:53][C@H:16]1[O:17][C:18]1[CH:23]=[CH:22][C:21]([C@@H:24]2[C@@H:27]([CH2:28][CH2:29][C@H:30]([O:38][C:39](=[O:41])[CH3:40])[C:31]3[CH:36]=[CH:35][C:34]([F:37])=[CH:33][CH:32]=3)[C:26](=[O:42])[N:25]2[C:43]2[CH:48]=[CH:47][C:46]([C:49]#[C:50][CH:51]=[O:52])=[CH:45][CH:44]=2)=[CH:20][CH:19]=1)(=[O:13])[CH3:12].CC(=C)C>O1CCOCC1>[C:11]([O:14][C@@H:15]1[C@@H:56]([O:57][C:58](=[O:60])[CH3:59])[C@H:55]([O:61][C:62](=[O:64])[CH3:63])[C@@H:54]([C:65]([O:67][CH3:68])=[O:66])[O:53][C@H:16]1[O:17][C:18]1[CH:23]=[CH:22][C:21]([C@@H:24]2[C@@H:27]([CH2:28][CH2:29][C@H:30]([O:38][C:39](=[O:41])[CH3:40])[C:31]3[CH:32]=[CH:33][C:34]([F:37])=[CH:35][CH:36]=3)[C:26](=[O:42])[N:25]2[C:43]2[CH:48]=[CH:47][C:46]([C:49]#[C:50][C:51]([OH:8])=[O:52])=[CH:45][CH:44]=2)=[CH:20][CH:19]=1)(=[O:13])[CH3:12] |f:0.1,2.3|. Reported procedure: An aqueous solution (0.1 mL) of sodium dihydrogenphosphate (9.00 mg, 0.065 mmol) and sodium chlorite (5.00 mg, 0.055 mmol) was added to a solution of 10c (37.0 mg, 0.046 mmol) in tert-butyl alchohol (0.4 mL), dioxane (0.2 mL) and isobutylene (˜0.1 mL) at room temperature. After 1.5 h, the reaction mixture was concentrated in vacuo and the crude residue triturated repeatedly with ethyl acetate. The organic washings were dried (Na2SO4), filtered and concentrated in vacuo to afford the title compou... The reactants are COC(Cl)Cl, ClCCl, Fc1cccc2ccccc12, Cl[Sn](Cl)(Cl)Cl. Yields the product O=Cc1ccc(F)c2ccccc12. As a reaction SMILES: [CH3:1][O:2][CH:3]([Cl:4])[Cl:5].[Cl:22][CH2:23][Cl:24].[F:11][c:12]1[cH:13][cH:14][cH:15][c:16]2[cH:17][cH:18][cH:19][cH:20][c:21]12.[Sn:6]([Cl:7])([Cl:8])([Cl:9])[Cl:10]>>[O:2]=[CH:3][c:15]1[cH:14][cH:13][c:12]([F:11])[c:21]2[c:16]1[cH:17][cH:18][cH:19][cH:20]2. The reactants are NC1=CC=C(C=C1)C1=NN=C(O1)[C@@H]([C@H](C)O[Si](C)(C)C(C)(C)C)NC=1C(=CC(=C(C#N)C1)Cl)C (5-((1R,2S)-1-(5-(4-aminophenyl)-1,3,4-oxadiazol-2-yl)-2-(tert-butyldimethylsilyloxy)propylamino)-2-chloro-4-methyl-benzonitrile), C(C)(=O)Cl (acetyl chloride). The solvent is C(Cl)Cl (CH2Cl2), N1=CC=CC=C1 (pyridine). Reaction conditions: time 23 hour. Yields the product [Si](C)(C)(C(C)(C)C)O[C@H]([C@@H](NC1=C(C=C(C(=C1)C#N)Cl)C)C1=NN=C(O1)C1=CC=C(C=C1)NC(C1=CC=CC=C1)=O)C (N-(4-(5-((1R,2S)-2-(tert-butyldimethylsilyloxy)-1-(4-chloro-5-cyano-2-methylphenylamino)propyl)-1,3,4-oxadiazol-2-yl)phenyl)benzamide). Reaction SMILES: [NH2:1][C:2]1[CH:7]=[CH:6][C:5]([C:8]2[O:12][C:11]([C@H:13]([NH:24][C:25]3[C:26]([CH3:34])=[CH:27][C:28]([Cl:33])=[C:29]([CH:32]=3)[C:30]#[N:31])[C@@H:14]([O:16][Si:17]([C:20]([CH3:23])([CH3:22])[CH3:21])([CH3:19])[CH3:18])[CH3:15])=[N:10][N:9]=2)=[CH:4][CH:3]=1.[C:35](Cl)(=[O:37])[CH3:36]>C(Cl)Cl.N1C=CC=CC=1>[Si:17]([O:16][C@@H:14]([CH3:15])[C@H:13]([C:11]1[O:12][C:8]([C:5]2[CH:4]=[CH:3][C:2]([NH:1][C:35](=[O:37])[C:36]3[CH:6]=[CH:7][CH:2]=[CH:3][CH:4]=3)=[CH:7][CH:6]=2)=[N:9][N:10]=1)[NH:24][C:25]1[CH:32]=[C:29]([C:30]#[N:31])[C:28]([Cl:33])=[CH:27][C:26]=1[CH3:34])([C:20]([CH3:23])([CH3:21])[CH3:22])([CH3:19])[CH3:18]. Procedure details: To a pre-cooled (0° C.) solution of 5-((1R,2S)-1-(5-(4-aminophenyl)-1,3,4-oxadiazol-2-yl)-2-(tert-butyldimethylsilyloxy)propylamino)-2-chloro-4-methyl-benzonitrile (290 mg, 0.58 mmol) in CH2Cl2 (10.0 mL) and pyridine (1.2 mL) was added, portion wise, acetyl chloride (0.34 mL, 2.9 mmol). Upon complete addition the reaction mixture was warmed slowly to room temperature and stirred for 23 h. The reaction mixture was then cooled to 0° C. and quenched with 10% aq HCl (5 mL) then H2O (15 mL) was added... The reactants are CS(=O)(=O)C1=CC=C(C=C1)C=1C=2N(C=CC1)N=C(N2)NC2=CC(=CC=C2)N2CCNCC2 ([8-(4-methanesulfonyl-phenyl)-[1,2,4]triazolo[1,5-a]pyridin-2-yl]-(3-piperazin-1-yl-phenyl)-amine), ClCC(=O)N (2-chloroacetamide), [I-].[Na+] (sodium iodide). Run in C(C)#N (acetonitrile), O (water). Conditions: temperature 70 celsius. The product is CS(=O)(=O)C1=CC=C(C=C1)C=1C=2N(C=CC1)N=C(N2)NC=2C=C(C=CC2)N2CCN(CC2)CC(=O)N (2-(4-{3-[8-(4-Methanesulfonyl-phenyl)-[1,2,4]triazolo[1,5-a]pyridin-2-ylamino]-phenyl}-piperazin-1-yl)-acetamide), solid. Isolated yield 67.0%. Reaction SMILES: [CH3:1][S:2]([C:5]1[CH:10]=[CH:9][C:8]([C:11]2[C:12]3[N:13]([N:17]=[C:18]([NH:20][C:21]4[CH:26]=[CH:25][CH:24]=[C:23]([N:27]5[CH2:32][CH2:31][NH:30][CH2:29][CH2:28]5)[CH:22]=4)[N:19]=3)[CH:14]=[CH:15][CH:16]=2)=[CH:7][CH:6]=1)(=[O:4])=[O:3].Cl[CH2:34][C:35]([NH2:37])=[O:36].[I-].[Na+]>C(#N)C.O>[CH3:1][S:2]([C:5]1[CH:10]=[CH:9][C:8]([C:11]2[C:12]3[N:13]([N:17]=[C:18]([NH:20][C:21]4[CH:22]=[C:23]([N:27]5[CH2:32][CH2:31][N:30]([CH2:34][C:35]([NH2:37])=[O:36])[CH2:29][CH2:28]5)[CH:24]=[CH:25][CH:26]=4)[N:19]=3)[CH:14]=[CH:15][CH:16]=2)=[CH:7][CH:6]=1)(=[O:3])=[O:4] |f:2.3|. Procedure: A suspension of [8-(4-methanesulfonyl-phenyl)-[1,2,4]triazolo[1,5-a]pyridin-2-yl]-(3-piperazin-1-yl-phenyl)-amine (100.0 mg, 0.2229 mmol), 2-chloroacetamide (23.0 mg, 0.246 mmol) and sodium iodide (3.0 mg, 0.020 mmol) in acetonitrile (2 mL) was stirred and heated at 70° C. for 6 hours. The suspension was cooled to room temperature, diluted with water (30 mL). The precipitate was filtered and rinsed with water. The recovered yellow solid was triturated with methanol (5 mL), filtered and placed un... Starting materials: C[Al](C)C (Trimethylaluminium), BrC=1C=C(CC#N)C=CC1 (m-bromobenzyl cyanide), C(C)(=O)OCC (Ethyl acetate), Cl (HCl). The solvent is C1(=CC=CC=C1)C (toluene), C1(=CC=CC=C1)C (toluene). Run at temperature 0 celsius, time 1 hour. Product: BrC=1C=C(C=CC1)CC(C)=O (3-Bromophenylacetone). As a reaction SMILES: C[Al](C)C.[Br:5][C:6]1[CH:7]=[C:8]([CH:12]=[CH:13][CH:14]=1)[CH2:9]C#N.Cl.C([O:19][CH2:20][CH3:21])(=O)C>C1(C)C=CC=CC=1>[Br:5][C:6]1[CH:7]=[C:8]([CH2:9][C:20](=[O:19])[CH3:21])[CH:12]=[CH:13][CH:14]=1. Procedure details: Trimethylaluminium in toluene (30 mL, 2M) was added to a -78° C. solution of m-bromobenzyl cyanide (3.92 g, 20 mmol) in toluene (20 mL) and the mixture was slowly warmed up and refluxed for 12 h. After being cooled to 0° C., the solution was carefully added to crushed ice and made acidic with 6N HCl. Ethyl acetate was added and the mixture was vigorously stirred for 1 h. The organic layer was washed with NaHCO3, brine and dried with MgSO4. Removal of the solvent left an oil (4.53 g) which was us... As a reaction SMILES: [CH3:1][O:2][NH2:3].C([O-])(=O)C.[Na+].S([O-])([O-])(=O)=O.[Mg+2].[CH3:15][O:16]/[N:17]=[C:18](/[C:22]1([CH3:28])[O:27][CH2:26][CH2:25][CH2:24][O:23]1)\[C:19](=O)[CH3:20].[OH-].[Na+]>CO.O>[CH3:15][O:16][N:17]=[C:18]([C:22]1([CH3:28])[O:27][CH2:26][CH2:25][CH2:24][O:23]1)[C:19](=[N:3][O:2][CH3:1])[CH3:20] |f:1.2,3.4,6.7|. Conditions: time 10 minute. Starting materials: S(=O)(=O)([O-])[O-].[Mg+2] (magnesium sulfate), CO\N=C(/C(C)=O)\C1(OCCCO1)C (1-(2-methyl-[1,3]dioxan-2-yl)-propane-1,2-dione 1(E)-(O-methyloxime)), [OH-].[Na+] (sodium hydroxide), CON (methoxyamine), C(C)(=O)[O-].[Na+] (sodium acetate), C(C)(=O)[O-].[Na+] (sodium acetate), starting material. The product is CON=C(C(C)=NOC)C1(OCCCO1)C (1-(2-methyl-[1,3]dioxan-2-yl)propane-1,2-dione bis(O-methyloxime)). Solvent: CO (methanol), O (water), CO (methanol). Procedure: 239 g (0.4 mol) of 14% strength methanolic methoxyamine solution, 50 g (0.6 mol) of sodium acetate (anhydrous), dissolved in 250 ml of methanol, 75 g of magnesium sulfate and 92 g of the ketal (Example 3), dissolved in 100 ml of methanol, were initially charged at room temperature. The pH meter showed a value of 6. The mixture was stirred for 10 minutes, during which the pH decreased to 5.2, and a pH of 4.2 was set by dropwise addition of sodium acetate. The mixture was stirred at room temperatu... Isolated yield 89.0%. Starting materials: C(C)(=O)OCC (ethyl acetate), O1CCC2=C1C=CC(=C2)C2(CC2)C(=O)NC2=CC(=C(C(=N2)C2=CC(=NC=C2)OC)C)C (1-(2,3-dihydrobenzofuran-5-yl)-N-(2′-methoxy-3,4-dimethyl-2,4′-bipyridin-6-yl)cyclopropanecarboxamide), CO (Methanol), [Si](C)(C)(C)I (TMSI). Solvent: CC#N (CH3CN). Conditions: temperature 55 celsius, time 5 hour. Yields the product O1CCC2=C1C=CC(=C2)C2(CC2)C(=O)NC2=NC(=C(C(=C2)C)C)C2=CC(NC=C2)=O (1-(2,3-dihydrobenzofuran-5-yl)-N-(4,5-dimethyl-6-(2-oxo-1,2-dihydropyridin-4-yl)pyridin-2-yl)cyclopropanecarboxamide). Isolated yield 54.2%. RXN SMILES: [O:1]1[C:5]2[CH:6]=[CH:7][C:8]([C:10]3([C:13]([NH:15][C:16]4[N:21]=[C:20]([C:22]5[CH:27]=[CH:26][N:25]=[C:24]([O:28]C)[CH:23]=5)[C:19]([CH3:30])=[C:18]([CH3:31])[CH:17]=4)=[O:14])[CH2:12][CH2:11]3)=[CH:9][C:4]=2[CH2:3][CH2:2]1.[Si](I)(C)(C)C.CO.C(OCC)(=O)C>CC#N>[O:1]1[C:5]2[CH:6]=[CH:7][C:8]([C:10]3([C:13]([NH:15][C:16]4[CH:17]=[C:18]([CH3:31])[C:19]([CH3:30])=[C:20]([C:22]5[CH:27]=[CH:26][NH:25][C:24](=[O:28])[CH:23]=5)[N:21]=4)=[O:14])[CH2:12][CH2:11]3)=[CH:9][C:4]=2[CH2:3][CH2:2]1. Procedure details: To a suspension of 1-(2,3-dihydrobenzofuran-5-yl)-N-(2′-methoxy-3,4-dimethyl-2,4′-bipyridin-6-yl)cyclopropanecarboxamide (96 mg, 0.23 mmol) in CH3CN (4.8 mL) was added TMSI (65.6 μL, 0.46 mmol) drop wise. The suspension became a clear solution on TMSI addition. The reaction was stirred at 55° C. for 5 hours. The reaction was allowed to cool down to room temperature. Methanol (1.0 mL) was added followed by ethyl acetate (6 mL). The organic layer was washed with NaHSO3 (2×), and brine (1×). The or...